From a dataset of the Open Reaction Database (ORD), a public repository of structured organic reaction records. describe an organic reaction: reactants, conditions, products, and yield Reactants: O (water), C(C1=CC=CC=C1)P(=O)(CC1=CC=CC=C1)N[C@@H](C)C(=O)N1[C@H](C(=O)N2[C@H](C(=O)O)CCC2)CCC1 (Dibenzylphosphoryl-L-alanyl-L-prolyl-L-proline), [O-2].[Ca+2] (calcium oxide). The solvent is C(C)(=O)OCC (ethyl acetate). Reaction conditions: time 2 hour. Yields the product [Ca+2].C(C1=CC=CC=C1)P(=O)(CC1=CC=CC=C1)N[C@@H](C)C(=O)N1[C@H](C(=O)N2[C@H](C(=O)[O-])CCC2)CCC1.C(C1=CC=CC=C1)P(=O)(CC1=CC=CC=C1)N[C@@H](C)C(=O)N1[C@H](C(=O)N2[C@H](C(=O)[O-])CCC2)CCC1 (dibenzylphosphoryl-L-alanyl-L-prolyl-L-proline calcium salt). The yield is 83.8%. RXN SMILES: [CH2:1]([P:8]([NH:17][C@H:18]([C:20]([N:22]1[CH2:36][CH2:35][CH2:34][C@H:23]1[C:24]([N:26]1[CH2:33][CH2:32][CH2:31][C@H:27]1[C:28]([OH:30])=[O:29])=[O:25])=[O:21])[CH3:19])([CH2:10][C:11]1[CH:16]=[CH:15][CH:14]=[CH:13][CH:12]=1)=[O:9])[C:2]1[CH:7]=[CH:6][CH:5]=[CH:4][CH:3]=1.O.[O-2].[Ca+2:39]>C(OCC)(=O)C>[Ca+2:39].[CH2:1]([P:8]([NH:17][C@H:18]([C:20]([N:22]1[CH2:36][CH2:35][CH2:34][C@H:23]1[C:24]([N:26]1[CH2:33][CH2:32][CH2:31][C@H:27]1[C:28]([O-:30])=[O:29])=[O:25])=[O:21])[CH3:19])([CH2:10][C:11]1[CH:12]=[CH:13][CH:14]=[CH:15][CH:16]=1)=[O:9])[C:2]1[CH:7]=[CH:6][CH:5]=[CH:4][CH:3]=1.[CH2:1]([P:8]([NH:17][C@H:18]([C:20]([N:22]1[CH2:36][CH2:35][CH2:34][C@H:23]1[C:24]([N:26]1[CH2:33][CH2:32][CH2:31][C@H:27]1[C:28]([O-:30])=[O:29])=[O:25])=[O:21])[CH3:19])([CH2:10][C:11]1[CH:12]=[CH:13][CH:14]=[CH:15][CH:16]=1)=[O:9])[C:2]1[CH:7]=[CH:6][CH:5]=[CH:4][CH:3]=1 |f:2.3,5.6.7|. Procedure: Dibenzylphosphoryl-L-alanyl-L-prolyl-L-proline (0.5 g, 0.9 mmole) was dissolved in ethyl acetate (15 ml) which had been previously saturated with water, and calcium oxide (50, 0.9 mmol) was added thereto. The mixture was stirred for 2 hours at room temperature. Excess of calcium oxide was removed by filtration, and from the filtrate the solvent was distilled off under reduced pressure. The thus obtained residue was dissovled in ethyl acetate, and n-hexane was added thereto while stirring to obta... The reactants are Cc1cc(O)cc(O)c1, COC(CCl)OC, [Na], CN(C)C=O, O. Product: COC(COc1cc(C)cc(O)c1)OC. RXN SMILES: [CH3:2][c:3]1[cH:4][c:5]([OH:10])[cH:6][c:7]([OH:8])[cH:9]1.[Cl:16][CH2:17][CH:18]([O:19][CH3:20])[O:21][CH3:22].[Na:1].[O:11]=[CH:12][N:13]([CH3:14])[CH3:15].[OH2:23]>>[CH3:2][c:3]1[cH:4][c:5]([OH:10])[cH:6][c:7]([O:8][CH2:17][CH:18]([O:19][CH3:20])[O:21][CH3:22])[cH:9]1. Reactants: C(C)OC(CN1C=CC2=C(C=CC=C12)OCCCC#CC1=CC=C(C=C1)OC(F)(F)F)=O ({4-[5-(4-trifluoromethoxy-phenyl)-pent-4-ynyloxy]-indol-1-yl}-acetic acid ethyl ester), [Li+].[OH-] (LiOH). The product is FC(OC1=CC=C(C=C1)C#CCCCOC1=C2C=CN(C2=CC=C1)CC(=O)O)(F)F ({4-[5-(4-Trifluoromethoxy-phenyl)-pent-4-ynyloxy]-indol-1-yl}-acetic acid). Reaction SMILES: C([O:3][C:4](=[O:32])[CH2:5][N:6]1[C:14]2[C:9](=[C:10]([O:15][CH2:16][CH2:17][CH2:18][C:19]#[C:20][C:21]3[CH:26]=[CH:25][C:24]([O:27][C:28]([F:31])([F:30])[F:29])=[CH:23][CH:22]=3)[CH:11]=[CH:12][CH:13]=2)[CH:8]=[CH:7]1)C.[Li+].[OH-]>>[F:30][C:28]([F:29])([F:31])[O:27][C:24]1[CH:23]=[CH:22][C:21]([C:20]#[C:19][CH2:18][CH2:17][CH2:16][O:15][C:10]2[CH:11]=[CH:12][CH:13]=[C:14]3[C:9]=2[CH:8]=[CH:7][N:6]3[CH2:5][C:4]([OH:32])=[O:3])=[CH:26][CH:25]=1 |f:1.2|. Reported procedure: In analogy to the procedure described for example 1 e], {4-[5-(4-trifluoromethoxy-phenyl)-pent-4-ynyloxy]-indol-1-yl}-acetic acid ethyl ester was treated with LiOH to obtain the title compound as colorless crystals. The reactants are CCOCC, O=C(Cl)Cc1c(Cl)cccc1Cl, CCOC1CC(n2cc(CC)c(=O)[nH]c2=O)OC1CN, [Na+], [OH-]. As a reaction SMILES: [CH3:33][CH2:34][O:35][CH2:36][CH3:37].[Cl:1][c:2]1[c:3]([CH2:9][C:10](=[O:11])[Cl:12])[c:4]([Cl:8])[cH:5][cH:6][cH:7]1.[NH2:13][CH2:14][CH:15]1[CH:16]([O:30][CH2:31][CH3:32])[CH2:17][CH:18]([n:20]2[c:21](=[O:22])[nH:23][c:24](=[O:25])[c:26]([CH2:28][CH3:29])[cH:27]2)[O:19]1.[Na+:39].[OH-:38]>>[Cl:1][c:2]1[c:3]([CH2:9][C:10](=[O:11])[NH:13][CH2:14][CH:15]2[CH:16]([O:30][CH2:31][CH3:32])[CH2:17][CH:18]([n:20]3[c:21](=[O:22])[nH:23][c:24](=[O:25])[c:26]([CH2:28][CH3:29])[cH:27]3)[O:19]2)[c:4]([Cl:8])[cH:5][cH:6][cH:7]1. The product is CCOC1CC(n2cc(CC)c(=O)[nH]c2=O)OC1CNC(=O)Cc1c(Cl)cccc1Cl. Reactants: CCCCCCCCC(=O)Cl, NCC(=O)O, [Na+], [OH-], O. Yields the product CCCCCCCCC(=O)NCC(=O)O. RXN SMILES: [C:6]([CH2:7][CH2:8][CH2:9][CH2:10][CH2:11][CH2:12][CH2:13][CH3:14])(=[O:15])[Cl:16].[NH2:1][CH2:2][C:3]([OH:4])=[O:5].[Na+:18].[OH-:17].[OH2:19]>>[NH:1]([CH2:2][C:3]([OH:4])=[O:5])[C:6]([CH2:7][CH2:8][CH2:9][CH2:10][CH2:11][CH2:12][CH2:13][CH3:14])=[O:15]. The reactants are COC(=O)C1=CC=C(C=C1)[C@H]1CN(CCO1)C(=O)OC(C)(C)C ((S)-tert-butyl 2-(4-(methoxycarbonyl)phenyl)morpholine-4-carboxylate), C(CCC)[Li] (n-Butyllithium), CCCCCC (hexane), C(C)#N (Acetonitrile). Run in O1CCCC1 (tetrahydrofuran), O1CCCC1 (tetrahydrofuran). Conditions: temperature -78 celsius, time 1 hour. The product is C(#N)CC(=O)C1=CC=C(C=C1)[C@H]1CN(CCO1)C(=O)OC(C)(C)C ((S)-tert-Butyl 2-(4-(2-cyanoacetyl)phenyl)morpholine-4-carboxylate). RXN SMILES: C([Li])CCC.CCCCCC.[C:12](#[N:14])[CH3:13].C[O:16][C:17]([C:19]1[CH:24]=[CH:23][C:22]([C@@H:25]2[O:30][CH2:29][CH2:28][N:27]([C:31]([O:33][C:34]([CH3:37])([CH3:36])[CH3:35])=[O:32])[CH2:26]2)=[CH:21][CH:20]=1)=O>O1CCCC1>[C:12]([CH2:13][C:17]([C:19]1[CH:20]=[CH:21][C:22]([C@@H:25]2[O:30][CH2:29][CH2:28][N:27]([C:31]([O:33][C:34]([CH3:37])([CH3:36])[CH3:35])=[O:32])[CH2:26]2)=[CH:23][CH:24]=1)=[O:16])#[N:14]. Procedure details: n-Butyllithium 1.6 M in hexane (1.63 ml, 2.61 mmol) was diluted with tetrahydrofuran (2 ml) and cooled to −78° C. Acetonitrile (107 mg, 0.137 ml, 2.61 mmol) was added dropwise and stirring was continuing for 1 hour. (S)-tert-butyl 2-(4-(methoxycarbonyl)phenyl)morpholine-4-carboxylate (420 mg, 1.31 mmol) dissolved in tetrahydrofuran was slowly added to the white slurry over a 10 min period. After 3 hours, the reaction was quenched by addition of saturated ammonium chloride solution (5 ml) and ext... The reactants are ClC=1C=C(C=CC1)S(=O)(=O)NC1=NC=CN=C1C1=CC=C(C=C1)CCl (3-chloro-N-{3-[4-(chloromethyl)phenyl]pyrazin-2-yl}benzenesulfonamide), CNC1=CC=C(C=C1)OC(F)(F)F (N-methyl-4-(trifluoromethoxy)aniline). The product is ClC=1C=C(C=CC1)S(=O)(=O)NC1=NC=CN=C1C1=CC=C(C=C1)CN(C1=CC=C(C=C1)OC(F)(F)F)C (3-chloro-N-{3-[4-({methyl[4-(trifluoromethoxy)phenyl]amino}methyl)phenyl]pyrazin-2-yl}benzenesulfonamide). The yield is 69.0%. RXN SMILES: [Cl:1][C:2]1[CH:3]=[C:4]([S:8]([NH:11][C:12]2[C:17]([C:18]3[CH:23]=[CH:22][C:21]([CH2:24]Cl)=[CH:20][CH:19]=3)=[N:16][CH:15]=[CH:14][N:13]=2)(=[O:10])=[O:9])[CH:5]=[CH:6][CH:7]=1.[CH3:26][NH:27][C:28]1[CH:33]=[CH:32][C:31]([O:34][C:35]([F:38])([F:37])[F:36])=[CH:30][CH:29]=1>>[Cl:1][C:2]1[CH:3]=[C:4]([S:8]([NH:11][C:12]2[C:17]([C:18]3[CH:19]=[CH:20][C:21]([CH2:24][N:27]([CH3:26])[C:28]4[CH:33]=[CH:32][C:31]([O:34][C:35]([F:36])([F:37])[F:38])=[CH:30][CH:29]=4)=[CH:22][CH:23]=3)=[N:16][CH:15]=[CH:14][N:13]=2)(=[O:10])=[O:9])[CH:5]=[CH:6][CH:7]=1. Reported procedure: Following the general method as outlined in Example 1 (Method B), starting from 3-chloro-N-{3-[4-(chloromethyl)phenyl]pyrazin-2-yl}benzenesulfonamide, and N-methyl-4-(trifluoromethoxy)aniline, the title compound was isolated as a yellow solid in 69% yield (94% purity by HPLC). Reaction SMILES: [Al+3:45].[C:1](#[N:2])[c:3]1[cH:4][c:5]([CH2:6][c:7]2[c:8]3[c:9]([s:10][c:11]2-[c:12]2[cH:13][cH:14][c:15]([O:18][CH2:19][CH2:20][N:21]4[CH2:22][CH2:23][CH2:24][CH2:25]4)[cH:16][cH:17]2)[cH:26][c:27]([O:30][CH3:31])[cH:28][cH:29]3)[cH:32][cH:33][c:34]1[CH2:35][N:36]1[CH2:37][CH2:38][CH2:39][CH2:40]1.[CH2:41]([SH:42])[CH3:43].[Cl-:44].[Cl-:46].[Cl-:47].[Cl:48][CH:49]([Cl:50])[CH3:51]>>[C:1](#[N:2])[c:3]1[cH:4][c:5]([CH2:6][c:7]2[c:8]3[c:9]([s:10][c:11]2-[c:12]2[cH:13][cH:14][c:15]([O:18][CH2:19][CH2:20][N:21]4[CH2:22][CH2:23][CH2:24][CH2:25]4)[cH:16][cH:17]2)[cH:26][c:27]([OH:30])[cH:28][cH:29]3)[cH:32][cH:33][c:34]1[CH2:35][N:36]1[CH2:37][CH2:38][CH2:39][CH2:40]1. Starting materials: [Al+3], COc1ccc2c(Cc3ccc(CN4CCCC4)c(C#N)c3)c(-c3ccc(OCCN4CCCC4)cc3)sc2c1, CCS, [Cl-], [Cl-], [Cl-], CC(Cl)Cl. Product: N#Cc1cc(Cc2c(-c3ccc(OCCN4CCCC4)cc3)sc3cc(O)ccc23)ccc1CN1CCCC1.